describe an organic reaction: reactants, conditions, products, and yield From a dataset of the Open Reaction Database (ORD), a public repository of structured organic reaction records. Starting materials: COc1cc2nccc(Oc3ccc(-c4cnc(O)n(C)c4=O)cc3F)c2cc1OC, CN(C)c1ccccc1, [Cl-], O=P(Cl)(Cl)Cl. The product is COc1cc2nccc(Oc3ccc(-c4cnc(Cl)n(C)c4=O)cc3F)c2cc1OC. As a reaction SMILES: [CH3:1][O:2][c:3]1[cH:4][c:5]2[c:6]([O:15][c:16]3[c:17]([F:31])[cH:18][c:19](-[c:22]4[c:23](=[O:30])[n:24]([CH3:29])[c:25]([OH:28])[n:26][cH:27]4)[cH:20][cH:21]3)[cH:7][cH:8][n:9][c:10]2[cH:11][c:12]1[O:13][CH3:14].[CH3:32][N:33]([c:34]1[cH:35][cH:36][cH:37][cH:38][cH:39]1)[CH3:40].[Cl-:41].[P:42]([Cl:43])([Cl:44])([Cl:45])=[O:46]>>[CH3:1][O:2][c:3]1[cH:4][c:5]2[c:6]([O:15][c:16]3[c:17]([F:31])[cH:18][c:19](-[c:22]4[c:23](=[O:30])[n:24]([CH3:29])[c:25]([Cl:41])[n:26][cH:27]4)[cH:20][cH:21]3)[cH:7][cH:8][n:9][c:10]2[cH:11][c:12]1[O:13][CH3:14]. The reactants are CS(=O)C(=C[N+](=O)[O-])SC (1-methylsulfinyl-1-methylthio-2-nitroethene), CC1=CC(=CC=C1)C(CN)O (DL-[2-hydroxy-2-(3-methylphenyl)ethyl]amine). The solvent is C(C)O (ethanol), C(C)O (ethanol). Conditions: time 30 minute. The product is OC(CNC(=C[N+](=O)[O-])SC)C1=CC(=CC=C1)C (1-{[2-hydroxy-2-(3-methylphenyl)ethyl]amino}-1-methylthio-2-nitroethene). The yield is 50.8%. Reaction SMILES: [CH3:1][S:2]([C:4](SC)=[CH:5][N+:6]([O-:8])=[O:7])=O.[CH3:11][C:12]1[CH:17]=[CH:16][CH:15]=[C:14]([CH:18]([OH:21])[CH2:19][NH2:20])[CH:13]=1>C(O)C>[OH:21][CH:18]([C:14]1[CH:15]=[CH:16][CH:17]=[C:12]([CH3:11])[CH:13]=1)[CH2:19][NH:20][C:4]([S:2][CH3:1])=[CH:5][N+:6]([O-:8])=[O:7]. Reported procedure: In 50 ml of anhydrous ethanol was suspended 9.3 g of 1-methylsulfinyl-1-methylthio-2-nitroethene, and the resulting suspension was stirred. A solution of 9.3 g of DL-[2-hydroxy-2-(3-methylphenyl)ethyl]amine in 5 ml of ethanol was added thereto dropwise at -10° C. to 0° C. over a period of 30 minutes in a nitrogen atmosphere. After the addition, the resulting mixture was stirred at the same temperature for 1.5 hours, and the crystals deposited were collected by filtration, washed with 10 ml of et... The reactants are NC=1C=C(C=CC1)C1=NC=C(C(=N1)O)C(=O)OCC (2-(m-aminophenyl)-4-hydroxy-5-carbethoxypyrimidine), C(C)O (ethanol), [OH-].[K+] (potassium hydroxide). Run in O (water). Product: C(C)(=O)NC=1C=C(C=CC1)C1=NC=C(C(=N1)O)C(=O)O (2-(m-Acetamidophenyl)-4-hydroxy-5-carboxypyrimidine). RXN SMILES: [NH2:1][C:2]1[CH:3]=[C:4]([C:8]2[N:13]=[C:12]([OH:14])[C:11]([C:15]([O:17]CC)=[O:16])=[CH:10][N:9]=2)[CH:5]=[CH:6][CH:7]=1.[CH2:20]([OH:22])[CH3:21].[OH-].[K+]>O>[C:20]([NH:1][C:2]1[CH:3]=[C:4]([C:8]2[N:13]=[C:12]([OH:14])[C:11]([C:15]([OH:17])=[O:16])=[CH:10][N:9]=2)[CH:5]=[CH:6][CH:7]=1)(=[O:22])[CH3:21] |f:2.3|. Procedure details: The crude residual 2-(m-aminophenyl)-4-hydroxy-5-carbethoxypyrimidine is heated for 4.5 hrs. in 150 ml. of ethanol containing 1.12 g. (0.02 mole) of potassium hydroxide and 25 ml. of water. The mixture is concentrated under reduced pressure to a small volume and sufficient 6N hydrochloric acid added such that the aqueous phase is just acid to Congo red paper. The resulting solid, 2-(m-aminophenyl-4-hydroxy-5-carboxypyrimidine, is filtered and dried. The reactants are CN(C)C=O, O=C(Cl)C(=O)Cl, O=C(O)c1ccc(Cc2ccc([N+](=O)[O-])cc2)cc1. Product: O=C(Cl)c1ccc(Cc2ccc([N+](=O)[O-])cc2)cc1. Reaction SMILES: [CH3:26][N:27]([CH3:28])[CH:29]=[O:30].[Cl:20][C:21]([C:22]([Cl:23])=[O:24])=[O:25].[N+:1](=[O:2])([O-:3])[c:4]1[cH:5][cH:6][c:7]([CH2:8][c:9]2[cH:10][cH:11][c:12]([C:13](=[O:14])[OH:15])[cH:16][cH:17]2)[cH:18][cH:19]1>>[N+:1](=[O:2])([O-:3])[c:4]1[cH:5][cH:6][c:7]([CH2:8][c:9]2[cH:10][cH:11][c:12]([C:13](=[O:14])[Cl:20])[cH:16][cH:17]2)[cH:18][cH:19]1. The reactants are CCO, O=C(OO)c1cccc(Cl)c1, NSc1nc(N)nc2c1ccn2C1CC(O)C(CO)O1. Yields the product Nc1nc(S(N)=O)c2ccn(C3CC(O)C(CO)O3)c2n1. RXN SMILES: [CH3:32][CH2:33][OH:34].[Cl:21][c:22]1[cH:23][c:24]([C:29](=[O:26])[O:30][OH:31])[cH:25][cH:27][cH:28]1.[NH2:1][c:2]1[n:3][c:4]([S:19][NH2:20])[c:5]2[c:6]([n:7]1)[n:8]([CH:11]1[CH2:12][CH:13]([OH:14])[CH:15]([CH2:17][OH:18])[O:16]1)[cH:9][cH:10]2>>[NH2:1][c:2]1[n:3][c:4]([S:19]([NH2:20])=[O:26])[c:5]2[c:6]([n:7]1)[n:8]([CH:11]1[CH2:12][CH:13]([OH:14])[CH:15]([CH2:17][OH:18])[O:16]1)[cH:9][cH:10]2.